From a dataset of the Open Reaction Database (ORD), a public repository of structured organic reaction records. describe an organic reaction: reactants, conditions, products, and yield The reactants are O=C(Cl)c1ccccc1, CC#N, CNC(=N[N+](=O)[O-])SC, Cl, c1ccncc1. Product: CSC(=N[N+](=O)[O-])N(C)C(=O)c1ccccc1. As a reaction SMILES: [C:13]([c:14]1[cH:15][cH:16][cH:17][cH:18][cH:19]1)(=[O:20])[Cl:21].[CH3:10][C:11]#[N:12].[CH3:1][S:2][C:3]([NH:4][CH3:5])=[N:6][N+:7](=[O:8])[O-:9].[ClH:22].[cH:23]1[cH:24][cH:25][n:26][cH:27][cH:28]1>>[CH3:1][S:2][C:3]([N:4]([CH3:5])[C:13]([c:14]1[cH:15][cH:16][cH:17][cH:18][cH:19]1)=[O:20])=[N:6][N+:7](=[O:8])[O-:9]. Reactants: OCc1csc(NC(c2ccccc2)(c2ccccc2)c2ccccc2)n1, CC(C)=O. The product is O=Cc1csc(NC(c2ccccc2)(c2ccccc2)c2ccccc2)n1. As a reaction SMILES: [C:1]([c:2]1[cH:3][cH:4][cH:5][cH:6][cH:7]1)([c:8]1[cH:9][cH:10][cH:11][cH:12][cH:13]1)([c:14]1[cH:15][cH:16][cH:17][cH:18][cH:19]1)[NH:20][c:21]1[s:22][cH:23][c:24]([CH2:26][OH:27])[n:25]1.[CH3:28][C:29](=[O:30])[CH3:31]>>[C:1]([c:2]1[cH:3][cH:4][cH:5][cH:6][cH:7]1)([c:8]1[cH:9][cH:10][cH:11][cH:12][cH:13]1)([c:14]1[cH:15][cH:16][cH:17][cH:18][cH:19]1)[NH:20][c:21]1[s:22][cH:23][c:24]([CH:26]=[O:27])[n:25]1. Reactants: ClC1=CC=C(C=C1)C1=C(C2=C(N(C(N(C2=O)CCC(=O)OC)=O)C)S1)C (methyl 3-(6-(4-chlorophenyl)-1,5-dimethyl-2,4-dioxo-1,2-dihydrothieno[2,3-d]pyrimidin-3(4H)-yl)propanoate), C1CC(=O)N(C1=O)Br (NBS), C(C1=CC=CC=C1)(=O)OOC(C1=CC=CC=C1)=O (benzoyl peroxide). Solvent: C(Cl)Cl (DCM), C(Cl)(Cl)(Cl)Cl (CCl4). The product is BrCC1=C(SC=2N(C(N(C(C21)=O)CCC(=O)OC)=O)C)C2=CC=C(C=C2)Cl (methyl 3-(5-(bromomethyl)-6-(4-chlorophenyl)-1-methyl-2,4-dioxo-1,2-dihydrothieno[2,3-d]pyrimidin-3(4H)-yl)propanoate). Yield: 100.0%. Reaction SMILES: [Cl:1][C:2]1[CH:7]=[CH:6][C:5]([C:8]2[S:25][C:11]3[N:12]([CH3:24])[C:13](=[O:23])[N:14]([CH2:17][CH2:18][C:19]([O:21][CH3:22])=[O:20])[C:15](=[O:16])[C:10]=3[C:9]=2[CH3:26])=[CH:4][CH:3]=1.C1C(=O)N([Br:34])C(=O)C1.C(OOC(=O)C1C=CC=CC=1)(=O)C1C=CC=CC=1>C(Cl)(Cl)(Cl)Cl.C(Cl)Cl>[Br:34][CH2:26][C:9]1[C:10]2[C:15](=[O:16])[N:14]([CH2:17][CH2:18][C:19]([O:21][CH3:22])=[O:20])[C:13](=[O:23])[N:12]([CH3:24])[C:11]=2[S:25][C:8]=1[C:5]1[CH:6]=[CH:7][C:2]([Cl:1])=[CH:3][CH:4]=1. Procedure: To a solution of methyl 3-(6-(4-chlorophenyl)-1,5-dimethyl-2,4-dioxo-1,2-dihydrothieno[2,3-d]pyrimidin-3(4H)-yl)propanoate (25 mg, 0.0636 mmol) in CCl4 (1 mL) was added NBS (11.3 mg, 0.0636 mmol) followed by benzoyl peroxide (2 mg). The reaction was heated at reflux for 4 h, cooled to RT then diluted with DCM (10 mL). The mixture was washed with aq. NaHCO3 (5 mL) and brine (10 mL). The organic layer was dried over Na2SO4 and concentrated to give methyl 3-(5-(bromomethyl)-6-(4-chlorophenyl)-1-met... Starting materials: [Na].C[Si](N[Si](C)(C)C)(C)C (sodium hexamethyldisilazane), C(C)(C)(C)OC(=O)N1C(OC[C@@H]1CC1(CC1)C=O)(C)C (3-tert-butoxycarbonyl-2,2-dimethyl-4(S)-[(1-formylcyclopropyl)methyl]-1,3-oxazolidine). The reagents and catalysts are [Br-].C[P+](C1=CC=CC=C1)(C1=CC=CC=C1)C1=CC=CC=C1 (methyltriphenylphosphonium bromide). Solvent: O1CCCC1 (tetrahydrofuran). Reaction conditions: time 1 hour. Product: C(C)(C)(C)OC(=O)N1C(OC[C@@H]1CC1(CC1)C=C)(C)C (3-Tert-butoxycarbonyl-2,2-dimethyl-4-(S)-[(1-vinylcyclopropyl)methyl]-1,3-oxazolidine). Reaction SMILES: [Na].[CH3:2][Si](C)(C)N[Si](C)(C)C.[C:11]([O:15][C:16]([N:18]1[C@@H:22]([CH2:23][C:24]2([CH:27]=O)[CH2:26][CH2:25]2)[CH2:21][O:20][C:19]1([CH3:30])[CH3:29])=[O:17])([CH3:14])([CH3:13])[CH3:12]>[Br-].C[P+](C1C=CC=CC=1)(C1C=CC=CC=1)C1C=CC=CC=1.O1CCCC1>[C:11]([O:15][C:16]([N:18]1[C@@H:22]([CH2:23][C:24]2([CH:27]=[CH2:2])[CH2:25][CH2:26]2)[CH2:21][O:20][C:19]1([CH3:30])[CH3:29])=[O:17])([CH3:14])([CH3:13])[CH3:12] |f:0.1,3.4,^1:0|. Procedure: 27.05 g of sodium-hexamethyldisilazane are added in portions to a suspension of 52.7 g of methyltriphenylphosphonium bromide in 470 ml of tetrahydrofuran in the course of 10 min. 20.9 g of 3-tert-butoxycarbonyl-2,2-dimethyl-4(S)-[(1-formylcyclopropyl)methyl]-1,3-oxazolidine are added dropwise to this mixture at 5° C. in the course of 10 min, and after warming to room temperature, the mixture is stirred for 1 h. The mixture is poured onto ice-water and the aqueous phase is extracted with methylen... Starting materials: C(=O)(OC(C)(C)C)N1[C@@H](CCC1)COC=1C=NC(=C(C1)C)Cl (3-(1-BOC-2-(S)-pyrrolidinylmethoxy)-6-chloro-5-methylpyridine), [1,1'-bis(diphenyl-phosphino)ferrocene]dichloropalladium(U), C(C=C)[Sn](CCCC)(CCCC)CCCC (allyltributyltin). Solvent: C1(=CC=CC=C1)C (toluene). The product is C(=O)(OC(C)(C)C)N1[C@@H](CCC1)COC=1C=NC(=C(C1)C)C=C (3-(1-BOC-2-(S)-pyrrolidinylmethoxy)-6-ethenyl-5-methylpyridine). The yield is 55.0%. RXN SMILES: [C:1]([N:8]1[CH2:12][CH2:11][CH2:10][C@H:9]1[CH2:13][O:14][C:15]1[CH:16]=[N:17][C:18](Cl)=[C:19]([CH3:21])[CH:20]=1)([O:3][C:4]([CH3:7])([CH3:6])[CH3:5])=[O:2].[CH2:23]([Sn](CCCC)(CCCC)CCCC)[CH:24]=C>C1(C)C=CC=CC=1>[C:1]([N:8]1[CH2:12][CH2:11][CH2:10][C@H:9]1[CH2:13][O:14][C:15]1[CH:16]=[N:17][C:18]([CH:23]=[CH2:24])=[C:19]([CH3:21])[CH:20]=1)([O:3][C:4]([CH3:7])([CH3:6])[CH3:5])=[O:2]. Procedure details: 3-(1-BOC-2-(S)-pyrrolidinylmethoxy)-6-chloro-5-methylpyridine (830 mg, 2.57 mmol) in toluene (10 mL) was added [1,1'-bis(diphenyl-phosphino)ferrocene]dichloropalladium(U) (83 mg) and allyltributyltin (1.3 mL, 5.1 mmol). The mixture was stirred and refluxed for 16 h. Solvent was evaporated and the residue was chromatographed (silica gel; hexane/EtOAc, 10:1 to 3:2) to afford an oil (450 mg, 57%): 1H NMR (CDCl3, 300 MHz) δ 1.47 (s, 9H), 1.62 (m, 1H), 1.86 (m, 1H), 2.00-2.10 (m, 2H), 2.34 (s, 3H), 3... The reactants are C(=O)C1=C(C=C(C(=O)O)C=C1)O (4-formyl-3-hydroxybenzoic acid), COCCCOS(=O)C1=CC=C(C=C1)C (4-methyl-benzenesulfinic acid 3-methoxy-propyl ester), C(C)(C)N(CC)C(C)C (diisopropylethylamine), N[C@@H](CC1=CC=C2C=CC=CC2=C1)C(=O)O (Nal). Solvent: CN(C)C=O (DMF). Conditions: temperature 130 celsius, time 5 hour. Yields the product COCCCOC(C1=CC(=C(C=C1)C=O)OCCCOC)=O (4-Formyl-3-(3-methoxy-propoxy)-benzoic acid 3-methoxy-propyl ester). Reaction SMILES: [CH:1]([C:3]1[CH:11]=[CH:10][C:6]([C:7]([OH:9])=[O:8])=[CH:5][C:4]=1[OH:12])=[O:2].[CH3:13][O:14][CH2:15][CH2:16][CH2:17]OS(C1C=CC(C)=CC=1)=O.[CH:28](N(C(C)C)CC)([CH3:30])[CH3:29].N[C@H]([C:50](O)=[O:51])CC1C=C2C(C=CC=C2)=CC=1>CN(C=O)C>[CH3:50][O:51][CH2:29][CH2:28][CH2:30][O:8][C:7](=[O:9])[C:6]1[CH:10]=[CH:11][C:3]([CH:1]=[O:2])=[C:4]([O:12][CH2:17][CH2:16][CH2:15][O:14][CH3:13])[CH:5]=1. Reported procedure: A mixture of 4-formyl-3-hydroxybenzoic acid (1.5 g, 8.8 mmol), 4-methyl-benzenesulfinic acid 3-methoxy-propyl ester (4.5 g, 18.4 mmol), diisopropylethylamine (3.4 mL, 19.3 mmol) and Nal (2.63 g, 17.5 mmol) in DMF (20 mL) is stirred at 80° C. for 60 h and at 130° C. for another 5 h. The solvent is partially removed under reduced pressure, water is added and the mixture is extracted with ethyl acetate. Washing (brine) and drying (Na2SO4) of the combined organic extracts, filtration and evaporation...